The task is: describe an organic reaction: reactants, conditions, products, and yield. This data is from the Open Reaction Database (ORD), a public repository of structured organic reaction records. Reported procedure: 2.9 Grams of 5-(3-piperazinylpropoxy)-3,4-dihydrocarbostyril, 2.5 g of o-bromoethoxybenzene and 1.5 g of sodium carbonate are mixed with 80 ml of n-butanol and refluxed for 20 hours. After cooling, the reaction mixture is concentrated under reduced pressure and the residue is extracted with chloroform. Then chloroform is removed by distillation and the residue thus obtained is recrystallized from ethanol to obtain 2.2 g of 5-{3-[4-(2-ethoxyphenyl)piperazinyl]propoxy}-3,4-dihydrocarbostyril in th... The product is C(C)OC1=C(C=CC=C1)N1CCN(CC1)CCCOC1=C2CCC(NC2=CC=C1)=O (5-{3-[4-(2-ethoxyphenyl)piperazinyl]propoxy}-3,4-dihydrocarbostyril). As a reaction SMILES: [N:1]1([CH2:7][CH2:8][CH2:9][O:10][C:11]2[CH:20]=[CH:19][CH:18]=[C:17]3[C:12]=2[CH2:13][CH2:14][C:15](=[O:21])[NH:16]3)[CH2:6][CH2:5][NH:4][CH2:3][CH2:2]1.Br[CH2:23][CH2:24][O:25][C:26]1[CH:31]=[CH:30][CH:29]=[CH:28][CH:27]=1.C(=O)([O-])[O-].[Na+].[Na+]>C(O)CCC>[CH2:24]([O:25][C:26]1[CH:31]=[CH:30][CH:29]=[CH:28][C:27]=1[N:4]1[CH2:5][CH2:6][N:1]([CH2:7][CH2:8][CH2:9][O:10][C:11]2[CH:20]=[CH:19][CH:18]=[C:17]3[C:12]=2[CH2:13][CH2:14][C:15](=[O:21])[NH:16]3)[CH2:2][CH2:3]1)[CH3:23] |f:2.3.4|. Run in C(CCC)O (n-butanol). The reactants are N1(CCNCC1)CCCOC1=C2CCC(NC2=CC=C1)=O (5-(3-piperazinylpropoxy)-3,4-dihydrocarbostyril), BrCCOC1=CC=CC=C1 (o-bromoethoxybenzene), C([O-])([O-])=O.[Na+].[Na+] (sodium carbonate). Reactants: N#N (N2), C1N2CN3CN1CN(C2)C3 (hexamethylenetetramine), C1CCC2=NCCCN2CC1 (DBU), COC(=O)C1N=C(OC1)CC1=CC(=CC=C1)C1(OCCO1)C (2-[3-(2-methyl-[1,3]dioxolan-2-yl)-benzyl]-4,5-dihydro-oxazole-4-carboxylic acid methyl ester). Reagents/catalysts: [Cu](Br)Br (copper (II) bromide). Solvent: C(Cl)Cl (CH2Cl2). Reaction conditions: time 20 minute. The product is COC(=O)C=1N=C(OC1)CC1=CC(=CC=C1)C1(OCCO1)C (2-[3-(2-Methyl-[1,3]dioxolan-2-yl)-benzyl]-oxazole-4-carboxylic acid methyl ester). RXN SMILES: N#N.C1N2CN3CN(C2)CN1C3.C1CCN2C(=NCCC2)CC1.[CH3:24][O:25][C:26]([CH:28]1[CH2:32][O:31][C:30]([CH2:33][C:34]2[CH:39]=[CH:38][CH:37]=[C:36]([C:40]3([CH3:45])[O:44][CH2:43][CH2:42][O:41]3)[CH:35]=2)=[N:29]1)=[O:27]>C(Cl)Cl.[Cu](Br)Br>[CH3:24][O:25][C:26]([C:28]1[N:29]=[C:30]([CH2:33][C:34]2[CH:39]=[CH:38][CH:37]=[C:36]([C:40]3([CH3:45])[O:44][CH2:43][CH2:42][O:41]3)[CH:35]=2)[O:31][CH:32]=1)=[O:27]. Procedure details: In a flame dried round-bottomed flask equipped with a magnetic stir bar and under inert atmosphere (N2), hexamethylenetetramine (1.10 g, 7.79 mmol) and DBU (1.17 mL, 7.75 mmol) were added to a stirred suspension of copper (II) bromide (1.73 g, 7.75 mmol) in deoxygenated dry CH2Cl2 (15 mL). After 20 min, a deoxygenated solution of 2-[3-(2-methyl-[1,3]dioxolan-2-yl)-benzyl]-4,5-dihydro-oxazole-4-carboxylic acid methyl ester (951 mg, 3.12 mmol) in CH2Cl2 (15.0 mL) was added and the reaction mixture... The reactants are O=C([O-])O, CNC(=O)C1CC(SCc2ccc(OC)cc2)CN1C(=O)OC(C)(C)C, CCOC(C)=O, Cl, [Na+], C1COCCO1. Yields the product CNC(=O)C1CC(SCc2ccc(OC)cc2)CN1. As a reaction SMILES: [C:34](=[O:35])([OH:36])[O-:37].[C:8]([O:9][C:10](=[O:11])[N:15]1[CH:16]([C:30]([NH:31][CH3:32])=[O:33])[CH2:17][CH:18]([S:20][CH2:21][c:22]2[cH:23][cH:24][c:25]([O:28][CH3:29])[cH:26][cH:27]2)[CH2:19]1)([CH3:12])([CH3:13])[CH3:14].[CH3:39][CH2:40][O:41][C:42](=[O:43])[CH3:44].[ClH:7].[Na+:38].[O:1]1[CH2:2][CH2:3][O:4][CH2:5][CH2:6]1>>[NH:15]1[CH:16]([C:30]([NH:31][CH3:32])=[O:33])[CH2:17][CH:18]([S:20][CH2:21][c:22]2[cH:23][cH:24][c:25]([O:28][CH3:29])[cH:26][cH:27]2)[CH2:19]1.